This data is from the Open Reaction Database (ORD), a public repository of structured organic reaction records. The task is: describe an organic reaction: reactants, conditions, products, and yield Reactants: Cl (hydrochloric acid), stannic chloride, COC1=CC(=CC(=C1)OC)OC (1,3,5-trimethoxybenzene), ClCCCC(=O)Cl (4-chlorobutyryl chloride). The solvent is C1=CC=CC=C1 (benzene), C1=CC=CC=C1 (benzene). Product: COC1=C(C(=O)C(CC)Cl)C(=CC(=C1)OC)OC (1-(2,4,6-trimethoxybenzoyl)-1-chloropropane). Reaction SMILES: [CH3:1][O:2][C:3]1[CH:8]=[C:7]([O:9][CH3:10])[CH:6]=[C:5]([O:11][CH3:12])[CH:4]=1.Cl[CH2:14][CH2:15][CH2:16][C:17](Cl)=[O:18].[ClH:20]>C1C=CC=CC=1>[CH3:12][O:11][C:5]1[CH:4]=[C:3]([O:2][CH3:1])[CH:8]=[C:7]([O:9][CH3:10])[C:6]=1[C:17]([CH:16]([Cl:20])[CH2:15][CH3:14])=[O:18]. Procedure details: Over 1 hour 30 min. a solution of 60.5 g (0.232 mole) of stannic chloride in 75 ml of benzene is poured into a solution maintained at about 5° C. of 33.6 g (0.200 mole) of 1,3,5-trimethoxybenzene and of 30.5 g (0.216 mole) of 4-chlorobutyryl chloride in 150 ml of benzene, with agitation for 3 hours at ambient temperature. The reactional medium is poured on to 250 ml of iced 4N hydrochloric acid and the organic phase is decanted. Reactants: C(C)(C)(C)OC(=O)N1CCC(CC1)N1N=CC=2C1=NC=NC2Cl (4-(4-chloro-pyrazolo[3,4-d]pyrimidin-1-yl)-piperidine-1-carboxylic acid tert-butyl ester), C(C)(C)(C)OC(=O)N1CCC(CC1)N1N=CC=2C1=NC=NC2Cl (4-(4-chloro-pyrazolo[3,4-d]pyrimidin-1-yl)-piperidine-1-carboxylic acid tert-butyl ester), OC1=CC=C(C=C1)C(C)=O (4′-hydroxyacetophenone). Solvent: CN(C=O)C (dimethylformamide). Yields the product C(C)(C)(C)OC(=O)N1CCC(CC1)N1N=CC=2C1=NC=NC2OC2=CC=C(C=C2)C(C)=O (4-[4-(4-Acetyl-phenoxy)-pyrazolo[3,4-d]pyrimidin-1-yl]-piperidine-1-carboxylic acid tert-butyl ester). Reported procedure: 4-[4-(4-Acetyl-phenoxy)-pyrazolo[3,4-d]pyrimidin-1-yl]-piperidine-1-carboxylic acid tert-butyl ester was prepared according to General Procedure B by the reaction of 4-(4-chloro-pyrazolo[3,4-d]pyrimidin-1-yl)-piperidine-1-carboxylic acid tert-butyl ester (Intermediate 19) with 4′-hydroxyacetophenone (available from Aldrich Chemical Company, Inc., Milwaukee, Wis., USA) in dimethylformamide. 1H NMR (400 MHz, DMSO-d6) δ 1.43 (s, 9H), 1.94-2.06 (m, 4H), 2.67 (s, 3H), 2.94-3.04 (m, 2H), 4.02-4.10 (m,... RXN SMILES: [C:1]([O:5][C:6]([N:8]1[CH2:13][CH2:12][CH:11]([N:14]2[C:18]3=[N:19][CH:20]=[N:21][C:22](Cl)=[C:17]3[CH:16]=[N:15]2)[CH2:10][CH2:9]1)=[O:7])([CH3:4])([CH3:3])[CH3:2].[OH:24][C:25]1[CH:30]=[CH:29][C:28]([C:31](=[O:33])[CH3:32])=[CH:27][CH:26]=1>CN(C)C=O>[C:1]([O:5][C:6]([N:8]1[CH2:13][CH2:12][CH:11]([N:14]2[C:18]3=[N:19][CH:20]=[N:21][C:22]([O:24][C:25]4[CH:30]=[CH:29][C:28]([C:31](=[O:33])[CH3:32])=[CH:27][CH:26]=4)=[C:17]3[CH:16]=[N:15]2)[CH2:10][CH2:9]1)=[O:7])([CH3:4])([CH3:3])[CH3:2]. Reactants: O (water), [OH-].[K+] (potassium hydroxide), C(C)(=O)OC1=CC=C(C=C1)\C=C\C(N(CC=1C=NC=CC1)C)=O (4-[(E)-2-[N-methyl-N-(3-pyridylmethyl)carbamoyl]ethenyl]phenyl acetate). The solvent is CO (methanol). Product: OC1=CC=C(C=C1)/C=C/C(=O)N(CC=1C=NC=CC1)C ((E)-3-(4-hydroxyphenyl)-N-methyl-N-(3-pyridylmethyl)-2-propenoic acid amide). Isolated yield 77.1%. As a reaction SMILES: C([O:4][C:5]1[CH:10]=[CH:9][C:8](/[CH:11]=[CH:12]/[C:13](=[O:23])[N:14]([CH3:22])[CH2:15][C:16]2[CH:17]=[N:18][CH:19]=[CH:20][CH:21]=2)=[CH:7][CH:6]=1)(=O)C.O.[OH-].[K+]>CO>[OH:4][C:5]1[CH:6]=[CH:7][C:8](/[CH:11]=[CH:12]/[C:13]([N:14]([CH3:22])[CH2:15][C:16]2[CH:17]=[N:18][CH:19]=[CH:20][CH:21]=2)=[O:23])=[CH:9][CH:10]=1 |f:2.3|. Procedure: 1.50 g of 4-[(E)-2-[N-methyl-N-(3-pyridylmethyl)carbamoyl]ethenyl]phenyl acetate was dissolved in 10 ml methanol, and then stirred with 1 ml of water and 0.36 g of potassium hydroxide at room temperature for 1.5 hours. After the reaction mixture was concentrated under reduced pressure, the residue was neutralized with diluted hydrochloric acid, extracted with ethyl acetate, washed with water, and then dried over magnesium sulfate. The solvent was evaporated under reduced pressure to give a resid... The reactants are C(c1c[nH]c2cc(ccc12)[Cl])=O, CC1=CN=C(C=C1)N, [C-]#[N+]C1CCCCC1. The reagents and catalysts are O=C(O)C(F)(F)F (trifluoroacetic acid). Solvent: CC(C)O (isopropyl alcohol), CC(C)O (isopropylalcohol). Reaction conditions: temperature 22 celsius, time 20 hour. Product: Cc1ccc2nc(c3c[nH]c4cc(ccc34)[Cl])c(NC3CCCCC3)n2c1. Isolated yield 6.2%. Reaction SMILES: CC1=CC=C(N)N=C1.[C-]#[N+]C1CCCCC1.ClC1=CC2=C(C=C1)C(C=O)=CN2>>CC1=CN2C(C=C1)=NC(C1=CNC3=C1C=CC(Cl)=C3)=C2NC1CCCCC1. The reactants are C(C)(C)(C)OC(=O)N1[C@]([C@@H](CC1)O[Si](C)(C)C(C)(C)C)(C)CO ((2R,3R)-3-(tert-Butyldimethylsilanyloxy)-2-hydroxymethyl-2-methylpyrrolidine-1-carboxylic acid tert-butyl ester), C(=O)(C(F)(F)F)O.C(Cl)Cl (TFA CH2Cl2). The product is FC(C(=O)O)(F)F.[Si](C)(C)(C(C)(C)C)O[C@H]1[C@@](NCC1)(C)CO ((2R,3R)-[3-(tert-Butyldimethylsilanyloxy)-2-methylpyrrolidin-2-yl]methanol trifluoroacetic acid salt). Reaction SMILES: C(OC([N:8]1[CH2:12][CH2:11][C@@H:10]([O:13][Si:14]([C:17]([CH3:20])([CH3:19])[CH3:18])([CH3:16])[CH3:15])[C@:9]1([CH2:22][OH:23])[CH3:21])=O)(C)(C)C.[C:24]([OH:30])([C:26]([F:29])([F:28])[F:27])=[O:25].C(Cl)Cl>>[F:27][C:26]([F:29])([F:28])[C:24]([OH:30])=[O:25].[Si:14]([O:13][C@@H:10]1[CH2:11][CH2:12][NH:8][C@@:9]1([CH2:22][OH:23])[CH3:21])([C:17]([CH3:20])([CH3:19])[CH3:18])([CH3:16])[CH3:15] |f:1.2,3.4|. Procedure details: (2R,3R)-3-(tert-Butyldimethyl-silanyloxy)-2-hydroxymethyl-2-methylpyrrolidine-1-carboxylic acid tert-butyl ester (58B) (269 mg, 0.78 mmol) was stirred in 17% TFA/CH2Cl2 (6 mL) for 30 min. The reaction was concentrated to provide a brown oil (334 mg). LC/MS m/z 246 [M+H]+ Reaction conditions: time 1 hour. The product is OC=1C=C2CCC(NC2=CC1C(CCCl)=O)=O (6-hydroxy-7-(3-chloropropionyl)-3,4-dihydrocarbostyril). Reactants: ClCCC(=O)OC=1C=C2CCC(NC2=CC1)=O (6-(β-chloropropionyloxy)-3,4-dihydrocarbostyril), [Cl-].[Al+3].[Cl-].[Cl-] (aluminium chloride), [Cl-].[Na+] (sodium chloride), [Cl-].[K+] (potassium chloride), ice water. Reaction SMILES: ClCCC([O:6][C:7]1[CH:8]=[C:9]2[C:14](=[CH:15][CH:16]=1)[NH:13][C:12](=[O:17])[CH2:11][CH2:10]2)=O.[Cl-:18].[Al+3].[Cl-].[Cl-].[Cl-].[Na+].[Cl-].[K+]>>[OH:6][C:7]1[CH:8]=[C:9]2[C:14](=[CH:15][C:16]=1[C:7](=[O:6])[CH2:16][CH2:15][Cl:18])[NH:13][C:12](=[O:17])[CH2:11][CH2:10]2 |f:1.2.3.4,5.6,7.8|. Procedure details: 20 Grams of 6-(β-chloropropionyloxy)-3,4-dihydrocarbostyril, 60 g of pulverized anhydrous aluminium chloride, 6 g of sodium chloride and 6 g of potassium chloride were mixed together and the mixture was melted by heating and stirred at 150°-170° C. for 1 hour. The reaction mixture was poured into ice-water and allowed stand overnight to obtain crystalline precipitates. The precipitates were collected by filtration, washed with water and dried, then recrystallized from methanol to obtain 12 g of ...